describe an organic reaction: reactants, conditions, products, and yield From a dataset of the Open Reaction Database (ORD), a public repository of structured organic reaction records. Starting materials: CCCC[N+](CCCC)(CCCC)CCCC, CCCc1ccc(O)cc1, CCOCC, CN(C)C=O, ClCCc1c[nH]cn1, Cl, [H-], [I-], [Na+]. Yields the product CCCc1ccc(OCCc2c[nH]cn2)cc1. RXN SMILES: [CH2:33]([N+:34]([CH2:35][CH2:36][CH2:37][CH3:38])([CH2:39][CH2:40][CH2:41][CH3:42])[CH2:43][CH2:44][CH2:45][CH3:46])[CH2:47][CH2:48][CH3:49].[CH2:3]([CH2:4][CH3:5])[c:6]1[cH:7][cH:8][c:9]([OH:12])[cH:10][cH:11]1.[CH3:22][CH2:23][O:24][CH2:25][CH3:26].[CH3:27][N:28]([CH3:29])[CH:30]=[O:31].[Cl:14][CH2:15][CH2:16][c:17]1[n:18][cH:19][nH:20][cH:21]1.[ClH:13].[H-:1].[I-:32].[Na+:2]>>[CH2:3]([CH2:4][CH3:5])[c:6]1[cH:7][cH:8][c:9]([O:12][CH2:15][CH2:16][c:17]2[n:18][cH:19][nH:20][cH:21]2)[cH:10][cH:11]1. Starting materials: Cl.CNC (dimethylamine hydrochloride), FC(C1=CC(=CC=C1)C1=CC=NC=2N1N=CC2)(F)F (7-(α,α,α-trifluoro-m-tolyl)pyrazolo[1,5-a]pyrimidine), C=O (formalin), C(C)(=O)OC(C)=O (acetic anhydride). Product: C(C)OCC=1C=NN2C1N=CC=C2C=2C=C(C=CC2)C(F)(F)F (3-(Ethoxymethyl)-7-(α,α,α-trifluoro-m-tolyl)pyrazolo[1,5-a]pyrimidine). Reaction SMILES: Cl.CNC.C=O.[C:7]([O:10][C:11](=O)[CH3:12])(=O)[CH3:8].[F:14][C:15]([F:32])([F:31])[C:16]1[CH:21]=[CH:20][CH:19]=[C:18]([C:22]2[N:27]3[N:28]=[CH:29]C=[C:26]3[N:25]=[CH:24][CH:23]=2)[CH:17]=1>>[CH2:7]([O:10][CH2:11][C:12]1[CH:29]=[N:28][N:27]2[C:22]([C:18]3[CH:17]=[C:16]([C:15]([F:32])([F:14])[F:31])[CH:21]=[CH:20][CH:19]=3)=[CH:23][CH:24]=[N:25][C:26]=12)[CH3:8] |f:0.1|. Procedure: A mixture of 2.15 g. of dimethylamine hydrochloride, 1.5 ml. of 37% formalin, and 10.5 ml. of acetic anhydride is swirled and heated gently until the reaction mixture becomes homogeneous. To the mixture is added 2.63 g. of 7-(α,α,α-trifluoro-m-tolyl)pyrazolo[1,5-a]pyrimidine and the reaction mixture is heated for 2 hours on a steam bath. The reaction mixture is evaporated to dryness and acetone is added and briefly refluxed and evaporated to dryness again. Water is added and the mixture extracte... Reactants: FC(C=1N=CNC1)(F)F (4-trifluoromethyl-1H-imidazole), [H-].[Na+] (NaH), C[Si](C)(C)CCOCCl (SEMCl). Yields the product FC(C=1N=CN(C1)COCC[Si](C)(C)C)(F)F (4-Trifluoromethyl-1-(2-trimethylsilanyl-ethoxymethyl)-1H-imidazole). RXN SMILES: [F:1][C:2]([F:9])([F:8])[C:3]1[N:4]=[CH:5][NH:6][CH:7]=1.[H-].[Na+].[CH3:12][Si:13]([CH2:16][CH2:17][O:18][CH2:19]Cl)([CH3:15])[CH3:14]>>[F:1][C:2]([F:9])([F:8])[C:3]1[N:4]=[CH:5][N:6]([CH2:19][O:18][CH2:17][CH2:16][Si:13]([CH3:15])([CH3:14])[CH3:12])[CH:7]=1 |f:1.2|. Procedure details: Reaction of 4-trifluoromethyl-1H-imidazole (301 mg, 2.21 mmol), 95% NaH (61 mg, 2.4 mmol), and SEMCl (406 mg, 2.44 mmol) gave the title compound as a brown oil that was used without further purification. 1H NMR (CDCl3) □ 0.00 (s, 9H), 0.93 (m, 2H), 3.51 (m, 2H), 5.30 (s, 2H), 7.39 (s, 1H), 7.64 (s, 1H). Starting materials: [Li]CCCC, CC(=O)[O-], CCOC(C)=O, Fc1ccc(COc2ccnc(Cl)n2)cc1, C1CCOC1, O. The product is O=c1nc(OCc2ccc(F)cc2)cc[nH]1. Reaction SMILES: [CH2:1]([Li:2])[CH2:3][CH2:4][CH3:5].[CH3:27][C:28](=[O:29])[O-:30].[CH3:32][CH2:33][O:34][C:35](=[O:36])[CH3:37].[Cl:11][c:12]1[n:13][cH:14][cH:15][c:16]([O:18][CH2:19][c:20]2[cH:21][cH:22][c:23]([F:26])[cH:24][cH:25]2)[n:17]1.[O:6]1[CH2:7][CH2:8][CH2:9][CH2:10]1.[OH2:31]>>[O:6]=[c:12]1[nH:13][cH:14][cH:15][c:16]([O:18][CH2:19][c:20]2[cH:21][cH:22][c:23]([F:26])[cH:24][cH:25]2)[n:17]1. Starting materials: CCOC(=O)C=CC=C(c1cccc(Cl)c1)c1cccc(Cl)c1, CCCCCC, CO, ClCCl, [Na+], [OH-]. The product is O=C(O)C=CC=C(c1cccc(Cl)c1)c1cccc(Cl)c1. RXN SMILES: [CH2:1]([CH3:2])[O:3][C:4]([CH:5]=[CH:6][CH:7]=[C:8]([c:9]1[cH:10][c:11]([Cl:15])[cH:12][cH:13][cH:14]1)[c:16]1[cH:17][c:18]([Cl:22])[cH:19][cH:20][cH:21]1)=[O:23].[CH3:26][CH2:27][CH2:28][CH2:29][CH2:30][CH3:31].[CH3:35][OH:36].[Cl:32][CH2:33][Cl:34].[Na+:25].[OH-:24]>>[O:3]=[C:4]([CH:5]=[CH:6][CH:7]=[C:8]([c:9]1[cH:10][c:11]([Cl:15])[cH:12][cH:13][cH:14]1)[c:16]1[cH:17][c:18]([Cl:22])[cH:19][cH:20][cH:21]1)[OH:23].